Task: describe an organic reaction: reactants, conditions, products, and yield. Dataset: the Open Reaction Database (ORD), a public repository of structured organic reaction records Starting materials: BrCCOCCOCCOCCBr, O=C([O-])[O-], CCCc1c(OCC(=O)OCC)ccc(C(C)=O)c1O, CC(C)=O, CN(C)C=O, [K+], [K+]. The product is CCCc1c(OCC(=O)OCC)ccc(C(C)=O)c1OCCOCCOCCOCCBr. Reaction SMILES: [Br:21][CH2:22][CH2:23][O:24][CH2:25][CH2:26][O:27][CH2:28][CH2:29][O:30][CH2:31][CH2:32][Br:33].[C:34](=[O:35])([O-:36])[O-:37].[CH2:1]([CH3:2])[O:3][C:4]([CH2:5][O:6][c:7]1[c:8]([CH2:17][CH2:18][CH3:19])[c:9]([OH:16])[c:10]([C:13]([CH3:14])=[O:15])[cH:11][cH:12]1)=[O:20].[CH3:40][C:41](=[O:42])[CH3:43].[CH3:44][N:45]([CH3:46])[CH:47]=[O:48].[K+:38].[K+:39]>>[CH2:1]([CH3:2])[O:3][C:4]([CH2:5][O:6][c:7]1[c:8]([CH2:17][CH2:18][CH3:19])[c:9]([O:16][CH2:32][CH2:31][O:30][CH2:29][CH2:28][O:27][CH2:26][CH2:25][O:24][CH2:23][CH2:22][Br:21])[c:10]([C:13]([CH3:14])=[O:15])[cH:11][cH:12]1)=[O:20]. Starting materials: ClCCl, Cc1ccccc1S(=O)(=O)Cl, c1ccncc1, CC1COc2cc(-c3ccco3)ccc2C1=NO. Product: Cc1ccccc1S(=O)(=O)ON=C1c2ccc(-c3ccco3)cc2OCC1C. Reaction SMILES: [Cl:36][CH2:37][Cl:38].[c:1]1([CH3:11])[c:2]([S:7](=[O:8])(=[O:9])[Cl:10])[cH:3][cH:4][cH:5][cH:6]1.[cH:30]1[cH:31][cH:32][n:33][cH:34][cH:35]1.[o:12]1[c:13](-[c:17]2[cH:18][cH:19][c:20]3[c:25]([cH:26]2)[O:24][CH2:23][CH:22]([CH3:27])[C:21]3=[N:28][OH:29])[cH:14][cH:15][cH:16]1>>[c:1]1([CH3:11])[c:2]([S:7](=[O:8])(=[O:9])[O:29][N:28]=[C:21]2[c:20]3[cH:19][cH:18][c:17](-[c:13]4[o:12][cH:16][cH:15][cH:14]4)[cH:26][c:25]3[O:24][CH2:23][CH:22]2[CH3:27])[cH:3][cH:4][cH:5][cH:6]1.